This data is from the Open Reaction Database (ORD), a public repository of structured organic reaction records. The task is: describe an organic reaction: reactants, conditions, products, and yield Starting materials: OBO, Fc1cccc(Cl)c1, CN(C(=O)C(C)(C)c1cc(C(F)(F)F)cc(C(F)(F)F)c1)c1cnc(Cl)cc1I, [Na+], [Na+], O=C([O-])[O-], C1COCCO1. Product: CN(C(=O)C(C)(C)c1cc(C(F)(F)F)cc(C(F)(F)F)c1)c1cnc(Cl)cc1-c1ccc(F)cc1Cl. Reaction SMILES: [BH:30]([OH:31])[OH:32].[Cl:33][c:34]1[cH:35][cH:36][cH:37][c:38]([F:40])[cH:39]1.[F:1][C:2]([c:3]1[cH:4][c:5]([C:13]([C:14](=[O:15])[N:16]([CH3:17])[c:18]2[cH:19][n:20][c:21]([Cl:25])[cH:22][c:23]2[I:24])([CH3:26])[CH3:27])[cH:6][c:7]([C:9]([F:10])([F:11])[F:12])[cH:8]1)([F:28])[F:29].[Na+:41].[Na+:42].[O-:43][C:44](=[O:45])[O-:46].[O:47]1[CH2:48][CH2:49][O:50][CH2:51][CH2:52]1>>[F:1][C:2]([c:3]1[cH:4][c:5]([C:13]([C:14](=[O:15])[N:16]([CH3:17])[c:18]2[cH:19][n:20][c:21]([Cl:25])[cH:22][c:23]2-[c:35]2[c:34]([Cl:33])[cH:39][c:38]([F:40])[cH:37][cH:36]2)([CH3:26])[CH3:27])[cH:6][c:7]([C:9]([F:10])([F:11])[F:12])[cH:8]1)([F:28])[F:29]. Starting materials: CC(C)(O)c1ccc2c(c1)c1cc(Br)ccc1c1nc(-c3c(C#N)cccc3C#N)[nH]c21, CCOC(C)=O, C#CC1CC1, CC(C)NC(C)C, I[Cu]I, [NH4+], CN(C)C=O, [OH-], c1ccc(P(c2ccccc2)(c2ccccc2)[Pd](P(c2ccccc2)(c2ccccc2)c2ccccc2)(P(c2ccccc2)(c2ccccc2)c2ccccc2)P(c2ccccc2)(c2ccccc2)c2ccccc2)cc1. Product: CC(C)(O)c1ccc2c(c1)c1cc(C#CC3CC3)ccc1c1nc(-c3c(C#N)cccc3C#N)[nH]c21. Reaction SMILES: [Br:1][c:2]1[cH:3][cH:4][c:5]2[c:6]([cH:7]1)[c:8]1[cH:9][c:10]([C:29]([CH3:30])([CH3:31])[OH:32])[cH:11][cH:12][c:13]1[c:14]1[nH:15][c:16](-[c:19]3[c:20]([C:21]#[N:22])[cH:23][cH:24][cH:25][c:26]3[C:27]#[N:28])[n:17][c:18]21.[CH3:127][CH2:128][O:129][C:130](=[O:131])[CH3:132].[CH:33]1([C:36]#[CH:37])[CH2:34][CH2:35]1.[CH:38]([NH:39][CH:40]([CH3:41])[CH3:42])([CH3:43])[CH3:44].[Cu:124]([I:125])[I:126].[NH4+:46].[O:133]=[CH:134][N:135]([CH3:136])[CH3:137].[OH-:45].[cH:47]1[cH:48][cH:49][c:50]([P:51]([Pd:52]([P:53]([c:54]2[cH:55][cH:56][cH:57][cH:58][cH:59]2)([c:60]2[cH:61][cH:62][cH:63][cH:64][cH:65]2)[c:66]2[cH:67][cH:68][cH:69][cH:70][cH:71]2)([P:72]([c:73]2[cH:74][cH:75][cH:76][cH:77][cH:78]2)([c:79]2[cH:80][cH:81][cH:82][cH:83][cH:84]2)[c:85]2[cH:86][cH:87][cH:88][cH:89][cH:90]2)[P:91]([c:92]2[cH:93][cH:94][cH:95][cH:96][cH:97]2)([c:98]2[cH:99][cH:100][cH:101][cH:102][cH:103]2)[c:104]2[cH:105][cH:106][cH:107][cH:108][cH:109]2)([c:110]2[cH:111][cH:112][cH:113][cH:114][cH:115]2)[c:116]2[cH:117][cH:118][cH:119][cH:120][cH:121]2)[cH:122][cH:123]1>>[c:2]1([C:37]#[C:36][CH:33]2[CH2:34][CH2:35]2)[cH:3][cH:4][c:5]2[c:6]([cH:7]1)[c:8]1[cH:9][c:10]([C:29]([CH3:30])([CH3:31])[OH:32])[cH:11][cH:12][c:13]1[c:14]1[nH:15][c:16](-[c:19]3[c:20]([C:21]#[N:22])[cH:23][cH:24][cH:25][c:26]3[C:27]#[N:28])[n:17][c:18]21. Reactants: OO (hydrogen peroxide), C(C1=CC=NC=C1)(=O)OC (methyl isonicotinate). Run in C(C)(=O)O (acetic acid). Run at temperature 80 celsius, time 8 hour. Yields the product C(C1=CC=[N+](C=C1)[O-])(=O)OC (Methyl Isonicotinate N-Oxide). Yield: 65.0%. As a reaction SMILES: [OH:1]O.[C:3]([O:11][CH3:12])(=[O:10])[C:4]1[CH:9]=[CH:8][N:7]=[CH:6][CH:5]=1>C(O)(=O)C>[C:3]([O:11][CH3:12])(=[O:10])[C:4]1[CH:9]=[CH:8][N+:7]([O-:1])=[CH:6][CH:5]=1. Reported procedure: To a solution of hydrogen peroxide (43 mL) in 250 mL of acetic acid was added methyl isonicotinate. The reaction mixture was stirred at 80° C. overnight (about eighteen hours). The solution was concentrated to about 50 mL, water was added and the mixture was saturated with sodium carbonate. The aqueous phase was extracted with methylene chloride. The organic layer was washed with brine, dried over magnesium sulfate and filtered. The filtrate was concentrated and trituated with hexane. The result... The reactants are C(C1=CC=CC=C1)N1CCC=2C(=CC=NC2C1)N (7-Benzyl-5,6,7,8-tetrahydro-[1,7]naphthyridin-4-ylamine), CN1CCOCC1 (NMM), acid chloride, C12(CC3CC(CC(C1)C3)C2)CC(=O)Cl (adamantan-1-yl-acetyl chloride). Run in O1CCOCC1 (dioxane). The product is C12(CC3CC(CC(C1)C3)C2)CC(=O)NC2=CC=NC=3CN(CCC23)CC2=CC=CC=C2 (2-Adamantan-1-yl-N-(7-benzyl-5,6,7,8-tetrahydro-[1,7]naphthyridin-4-yl)-acetamide). Isolated yield 3.9%. Reaction SMILES: [CH2:1]([N:8]1[CH2:17][C:16]2[N:15]=[CH:14][CH:13]=[C:12]([NH2:18])[C:11]=2[CH2:10][CH2:9]1)[C:2]1[CH:7]=[CH:6][CH:5]=[CH:4][CH:3]=1.CN1CCOCC1.[C:26]12([CH2:36][C:37](Cl)=[O:38])[CH2:35][CH:30]3[CH2:31][CH:32]([CH2:34][CH:28]([CH2:29]3)[CH2:27]1)[CH2:33]2>O1CCOCC1>[C:26]12([CH2:36][C:37]([NH:18][C:12]3[C:11]4[CH2:10][CH2:9][N:8]([CH2:1][C:2]5[CH:7]=[CH:6][CH:5]=[CH:4][CH:3]=5)[CH2:17][C:16]=4[N:15]=[CH:14][CH:13]=3)=[O:38])[CH2:33][CH:32]3[CH2:31][CH:30]([CH2:29][CH:28]([CH2:34]3)[CH2:27]1)[CH2:35]2. Procedure: 7-Benzyl-5,6,7,8-tetrahydro-[1,7]naphthyridin-4-ylamine (48 mg, 0.202 mmol) in 6 ml of dioxane was treated with NMM (22 μl, 0.202 mmol) followed by adamantan-1-yl-acetyl chloride (0.043 g, 0.202 mmol) and stirred at rt under argon. The reaction was monitored by TLC and LCMS. Excess acid chloride was added and the reaction was stirred. The contents were concentrated and purified by HPLC to afford the desired product (3.3 mg, 4%).